This data is from the Open Reaction Database (ORD), a public repository of structured organic reaction records. The task is: describe an organic reaction: reactants, conditions, products, and yield Starting materials: BrC=1C=C2C(N(C(NC2=CC1)=O)C)(C1=CC=CC=C1)C (6-Bromo-3,4-dimethyl-4-phenyl-3,4-dihydro-1H-quinazolin-2-one), C(=O)([O-])[O-].[Na+].[Na+] (Na2CO3), CC1=NOC(=C1B(O)O)C (3,5-dimethylisoxazole-4-boronic acid). Reagents/catalysts: C1=CC=C(C=C1)P([C-]2C=CC=C2)C3=CC=CC=C3.C1=CC=C(C=C1)P([C-]2C=CC=C2)C3=CC=CC=C3.Cl[Pd]Cl.[Fe+2] (Pd(dppf)Cl2). Solvent: O1CCOCC1 (dioxane). Reaction conditions: temperature 100 celsius. The product is CC1=NOC(=C1C=1C=C2C(N(C(NC2=CC1)=O)C)(C1=CC=CC=C1)C)C (6-(3,5-Dimethyl-isoxazol-4-yl)-3,4-dimethyl-4-phenyl-3,4-dihydro-1H-quinazolin-2-one). As a reaction SMILES: Br[C:2]1[CH:3]=[C:4]2[C:9](=[CH:10][CH:11]=1)[NH:8][C:7](=[O:12])[N:6]([CH3:13])[C:5]2([CH3:20])[C:14]1[CH:19]=[CH:18][CH:17]=[CH:16][CH:15]=1.C([O-])([O-])=O.[Na+].[Na+].[CH3:27][C:28]1[C:32](B(O)O)=[C:31]([CH3:36])[O:30][N:29]=1>O1CCOCC1.C1C=CC(P(C2C=CC=CC=2)[C-]2C=CC=C2)=CC=1.C1C=CC(P(C2C=CC=CC=2)[C-]2C=CC=C2)=CC=1.Cl[Pd]Cl.[Fe+2]>[CH3:27][C:28]1[C:32]([C:2]2[CH:3]=[C:4]3[C:9](=[CH:10][CH:11]=2)[NH:8][C:7](=[O:12])[N:6]([CH3:13])[C:5]3([CH3:20])[C:14]2[CH:19]=[CH:18][CH:17]=[CH:16][CH:15]=2)=[C:31]([CH3:36])[O:30][N:29]=1 |f:1.2.3,6.7.8.9|. Procedure: To a solution of 6-Bromo-3,4-dimethyl-4-phenyl-3,4-dihydro-1H-quinazolin-2-one (140 mg, 0.42 mmol) in dioxane (10 mL) is added Na2CO3 (67 mg, 0.64 mmol) and 3,5-dimethylisoxazole-4-boronic acid (78 mg, 0.55 mmol) and Pd(dppf)Cl2 then the mixture is refluxed at 100° C. overnight. The reaction is concentrated and is purified by chromatography on silica gel to give the desired product. Reactants: CN(S(=O)(=O)N1C(=NC=C1C(C=1SC=CC1)O)[Si](C)(C)C(C)(C)C)C (2-(t-butyldimethylsilyl)-5-(hydroxythiophen-2-ylmethyl)imidazole-1-sulfonic acid dimethylamide), C(=C)[Mg]Br (vinylmagnesium bromide). The reagents and catalysts are [Cu]I (CuI). The solvent is C1CCOC1 (THF). Reaction conditions: temperature 0 celsius, time 6 hour. The product is CN(S(=O)(=O)N1C=NC=C1C(C=1SC=CC1)O)C (5-(hydroxythiophen-2-ylmethyl)imidazole-1-sulfonic acid dimethylamide). The yield is 53.1%. RXN SMILES: [CH3:1][N:2]([CH3:25])[S:3]([N:6]1[C:10]([CH:11]([OH:17])[C:12]2[S:13][CH:14]=[CH:15][CH:16]=2)=[CH:9][N:8]=[C:7]1[Si](C(C)(C)C)(C)C)(=[O:5])=[O:4].C([Mg]Br)=C>C1COCC1.[Cu]I>[CH3:1][N:2]([CH3:25])[S:3]([N:6]1[C:10]([CH:11]([OH:17])[C:12]2[S:13][CH:14]=[CH:15][CH:16]=2)=[CH:9][N:8]=[CH:7]1)(=[O:5])=[O:4]. Procedure details: mmol in anhydrous THF (250 mL) at 20° C. under argon was added 3.26 mL (32.90 mmol) borane-dimethylsulfide (BH3-Me2S) via syringe. After stirring for 16 h MeOH (4 mL) was added and the mixture was warmed to 55° C. until no more gas was evolved. The mixture was concentrated to an oil, taken up in Et2O and washed successively with 2M phosphoric acid, saturated sodium bicarbonate, water and brine and then dried over MgSO4 and reconcentrated. The resulting oil was purified by high vacuum Kugelrohr a... Starting materials: C(C)(=O)OC(C)=O (Acetic anhydride), OCC(=O)[C@H]1N(CCC1)C(=O)[C@H]1N(CCC1)C(CCCCCCC)=O ((S)-2-[[(S)-2-(Hydroxyacetyl)-1-pyrrolidinyl]carbonyl]-1-octanoylpyrrolidine), Cl (hydrochloric acid). The solvent is N1=CC=CC=C1 (pyridine). Reaction conditions: time 3 hour. Product: C(C)(=O)OCC(=O)[C@H]1N(CCC1)C(=O)[C@H]1N(CCC1)C(CCCCCCC)=O ((S)-2-[[(S)-2-(Acetoxyacetyl)-1-pyrrolidinyl]carbonyl]-1-octanoylpyrrolidine). RXN SMILES: [C:1](OC(=O)C)(=[O:3])[CH3:2].[OH:8][CH2:9][C:10]([C@@H:12]1[CH2:16][CH2:15][CH2:14][N:13]1[C:17]([C@@H:19]1[CH2:23][CH2:22][CH2:21][N:20]1[C:24](=[O:32])[CH2:25][CH2:26][CH2:27][CH2:28][CH2:29][CH2:30][CH3:31])=[O:18])=[O:11].Cl>N1C=CC=CC=1>[C:1]([O:8][CH2:9][C:10]([C@@H:12]1[CH2:16][CH2:15][CH2:14][N:13]1[C:17]([C@@H:19]1[CH2:23][CH2:22][CH2:21][N:20]1[C:24](=[O:32])[CH2:25][CH2:26][CH2:27][CH2:28][CH2:29][CH2:30][CH3:31])=[O:18])=[O:11])(=[O:3])[CH3:2]. Procedure: Acetic anhydride (0.42 ml) was added, under ice-cooling, to a pyridine solution (2.4 ml) of (S)-2-[[(S)-2-(hydroxyacetyl)1-pyrrolidinyl]carbonyl]-1-octanoylpyrrolidine (1.06 g) obtained in Example 14 and the mixture was stirred at room temperature for 3 hours. The reaction mixture was poured into 1% hydrochloric acid and extracted with ethyl acetate. The extract was washed with 1% hydrochloric acid, water, saturated sodium hydrogencarbonate and water in order, dried over anhydrous sodium sulfate... The reactants are C(C)(C)N(C(C)C)CC (N,N-diisopropylethylamine), NC=1C=C(C=CC1OC)C(=CC#N)C1=CC(=C(C=C1)OC)OCC (3-(3-amino-4-methoxy-phenyl)-3-(3-ethoxy-4-methoxy-phenyl)-acrylonitrile), CN(C(=O)Cl)C (dimethylcarbamyl chloride). Run in C(Cl)Cl (CH2Cl2). Run at temperature 85 celsius. Product: C(#N)C=C(C1=CC(=C(C=C1)OC)OCC)C=1C=CC(=C(C1)NC(N(C)C)=O)OC (3-{5-[2-cyano-1-(3-ethoxy-4-methoxy-phenyl)-vinyl]-2-methoxy-phenyl}-1,1-dimethyl-urea). The yield is 67.8%. As a reaction SMILES: C(N(CC)C(C)C)(C)C.[NH2:10][C:11]1[CH:12]=[C:13]([C:19]([C:23]2[CH:28]=[CH:27][C:26]([O:29][CH3:30])=[C:25]([O:31][CH2:32][CH3:33])[CH:24]=2)=[CH:20][C:21]#[N:22])[CH:14]=[CH:15][C:16]=1[O:17][CH3:18].[CH3:34][N:35]([CH3:39])[C:36](Cl)=[O:37]>C(Cl)Cl>[C:21]([CH:20]=[C:19]([C:13]1[CH:14]=[CH:15][C:16]([O:17][CH3:18])=[C:11]([NH:10][C:36](=[O:37])[N:35]([CH3:39])[CH3:34])[CH:12]=1)[C:23]1[CH:28]=[CH:27][C:26]([O:29][CH3:30])=[C:25]([O:31][CH2:32][CH3:33])[CH:24]=1)#[N:22]. Reported procedure: N,N-diisopropylethylamine (1.5 mL, 8.6 mmol) was added to a mixture of (E/Z) 3-(3-amino-4-methoxy-phenyl)-3-(3-ethoxy-4-methoxy-phenyl)-acrylonitrile (0.70 g, 2.2 mmol) and dimethylcarbamyl chloride (1.6 mL, 17.3 mmol). The reaction mixture was heated at 85° C. for 3 h. CH2Cl2 (100 ml) was added and the mixture was extracted with water (2×50 mL), 4 N HCl (2×50 mL), water (2×50 mL), saturated NaHCO3 (2×50 mL), brine (50 mL) and dried (MgSO4). Removal of solvent and chromatography (Silica Gel) gav... Starting materials: BrC1=CC(=C(C=N1)O)C (6-bromo-4-methylpyridin-3-ol), [N+](=O)([O-])C1=CC=C(C=C1)S(=O)(=O)OC[C@@H]1C(C1)(F)F (((1R)-2,2-difluorocyclopropyl)methyl 4-nitrobenzenesulfonate), [H-].[Na+] (sodium hydride). The solvent is CN(C)C=O (DMF). Reaction conditions: time 15 hour. Product: BrC1=NC=C(C(=C1)C)OC[C@@H]1C(C1)(F)F (2-bromo-5-(((1R)-2,2-difluorocyclopropyl)methoxy)-4-methylpyridine). Yield: 47.3%. Reaction SMILES: [Br:1][C:2]1[N:7]=[CH:6][C:5]([OH:8])=[C:4]([CH3:9])[CH:3]=1.[N+](C1C=CC(S(O[CH2:23][C@H:24]2[CH2:26][C:25]2([F:28])[F:27])(=O)=O)=CC=1)([O-])=O.[H-].[Na+]>CN(C=O)C>[Br:1][C:2]1[CH:3]=[C:4]([CH3:9])[C:5]([O:8][CH2:23][C@H:24]2[CH2:26][C:25]2([F:28])[F:27])=[CH:6][N:7]=1 |f:2.3|. Procedure: To a solution of 6-bromo-4-methylpyridin-3-ol (0.50 g) and ((1R)-2,2-difluorocyclopropyl)methyl 4-nitrobenzenesulfonate (1.077 g) in DMF (50 mL) was added sodium hydride (60% in oil, 0.106 g) under ice-cooling, and the mixture was stirred for 15 hr. The reaction mixture was concentrated under reduced pressure. The residue was diluted with ethyl acetate, and the mixture was washed with saturated brine. The obtained organic layer was dried over anhydrous magnesium sulfate, and the solvent was evap...